Dataset: the Open Reaction Database (ORD), a public repository of structured organic reaction records. Task: describe an organic reaction: reactants, conditions, products, and yield The reactants are C(C)(C)(C)OC(=O)N1CCC(CC1)(O)C1=C(C=CC=C1)F (4-(2-Fluoro-phenyl)-4-hydroxy-piperidine-1-carboxylic acid tert-butyl ester), C(C)N(CC)S(F)(F)F (Diethylaminosulphur trifluoride). The solvent is C(Cl)Cl (DCM), C(Cl)Cl (DCM). Conditions: time 0.5 hour. Product: C(C)(C)(C)OC(=O)N1CCC(CC1)(C1=C(C=CC=C1)F)F (4-Fluoro-4-(2-fluoro-phenyl)-piperidine-1-carboxylic acid tert-butyl ester). Reaction SMILES: [C:1]([O:5][C:6]([N:8]1[CH2:13][CH2:12][C:11]([C:15]2[CH:20]=[CH:19][CH:18]=[CH:17][C:16]=2[F:21])(O)[CH2:10][CH2:9]1)=[O:7])([CH3:4])([CH3:3])[CH3:2].C(N(S(F)(F)[F:28])CC)C>C(Cl)Cl>[C:1]([O:5][C:6]([N:8]1[CH2:13][CH2:12][C:11]([F:28])([C:15]2[CH:20]=[CH:19][CH:18]=[CH:17][C:16]=2[F:21])[CH2:10][CH2:9]1)=[O:7])([CH3:4])([CH3:3])[CH3:2]. Procedure: 4-(2-Fluoro-phenyl)-4-hydroxy-piperidine-1-carboxylic acid tert-butyl ester (0.5 g, 1.69 mmol) in DCM (20 mL) was cooled to −78° C. Diethylaminosulphur trifluoride (2 mmol) was added and the mixture stirred for 0.5 hour and allowed to warm to room temperature. The mixture was diluted with DCM and washed with water then dried over magnesium sulphate, filtered and the solvent removed by evaporation under vacuum to give the title compound as a brown oil which was used without further purification. ... Starting materials: C1CC1, Cc1c(Nc2ccc(I)cc2F)c(N)c2n(c1=O)CCS2, O=S(=O)(Cl)Cl, c1ccncc1. The product is Cc1c(Nc2ccc(I)cc2F)c(NS(=O)(=O)C2CC2)c2n(c1=O)CCS2. RXN SMILES: [CH2:6]1[CH2:7][CH2:8]1.[NH2:9][c:10]1[c:11]2[n:12]([c:13](=[O:26])[c:14]([CH3:25])[c:15]1[NH:16][c:17]1[c:18]([F:24])[cH:19][c:20]([I:23])[cH:21][cH:22]1)[CH2:27][CH2:28][S:29]2.[S:1](=[O:2])(=[O:3])([Cl:4])[Cl:5].[cH:30]1[cH:31][cH:32][n:33][cH:34][cH:35]1>>[S:1](=[O:2])(=[O:3])([CH:6]1[CH2:7][CH2:8]1)[NH:9][c:10]1[c:11]2[n:12]([c:13](=[O:26])[c:14]([CH3:25])[c:15]1[NH:16][c:17]1[c:18]([F:24])[cH:19][c:20]([I:23])[cH:21][cH:22]1)[CH2:27][CH2:28][S:29]2. Reactants: [BH4-], Cc1c([N+](=O)[O-])cc(Br)c(Oc2cc(C=O)c(O)c(C(C)C)c2)c1Br, C1CCOC1, CCO, [Na+]. Yields the product Cc1c([N+](=O)[O-])cc(Br)c(Oc2cc(CO)c(O)c(C(C)C)c2)c1Br. Reaction SMILES: [BH4-:26].[Br:1][c:2]1[c:3]([O:4][c:5]2[cH:6][c:7]([CH:14]([CH3:15])[CH3:16])[c:8]([OH:13])[c:9]([CH:10]=[O:11])[cH:12]2)[c:17]([Br:25])[cH:18][c:19]([N+:22](=[O:23])[O-:24])[c:20]1[CH3:21].[CH2:31]1[O:32][CH2:33][CH2:34][CH2:35]1.[CH3:28][CH2:29][OH:30].[Na+:27]>>[Br:1][c:2]1[c:3]([O:4][c:5]2[cH:6][c:7]([CH:14]([CH3:15])[CH3:16])[c:8]([OH:13])[c:9]([CH2:10][OH:11])[cH:12]2)[c:17]([Br:25])[cH:18][c:19]([N+:22](=[O:23])[O-:24])[c:20]1[CH3:21]. The reactants are [K+], O=[Mn](=O)(=O)[O-], [Na+], [OH-], O, CC1(O)COc2ccccc2OC1, CC1(CO)COc2ccccc2O1. Product: CC1(C(=O)O)COc2ccccc2O1. Reaction SMILES: [K+:34].[Mn:29]([O-:30])(=[O:31])(=[O:32])=[O:33].[Na+:28].[OH-:27].[OH2:35].[OH:14][C:15]1([CH3:16])[CH2:17][O:18][c:19]2[cH:20][cH:21][cH:22][cH:23][c:24]2[O:25][CH2:26]1.[OH:1][CH2:2][C:3]1([CH3:13])[CH2:4][O:5][c:6]2[c:7]([cH:9][cH:10][cH:11][cH:12]2)[O:8]1>>[O:1]=[C:2]([C:3]1([CH3:13])[CH2:4][O:5][c:6]2[c:7]([cH:9][cH:10][cH:11][cH:12]2)[O:8]1)[OH:14]. Reactants: ClC=1C=CC2=C(C1)OCC1=CN=CC=C12 (8-chloro-5H-chromeno[3,4-c]pyridine), OC[C@H](CC(C)C)NC(OC(C)(C)C)=O ((S)-tert-butyl (1-hydroxy-4-methylpentan-2-yl)carbamate), di-tert-butyl(2′,4′,6′-triisopropyl-[1′,1′-biphenyl]-2-yl)phosphine, C([O-])([O-])=O.[Cs+].[Cs+] (cesium carbonate). Reagents/catalysts: C(C)(=O)[O-].[Pd+2].C(C)(=O)[O-] (palladium (II) acetate). Solvent: C1(=CC=CC=C1)C (toluene). Conditions: temperature 80 celsius. Product: C1=C2C(=CN=C1)COC=1C=C(C=CC12)OCC(CC(C)C)NC(OC(C)(C)C)=O (tert-butyl (1-((5H-chromeno[3,4-c]pyridin-8-yl)oxy)-4-methylpentan-2-yl)carbamate). The yield is 44.5%. RXN SMILES: Cl[C:2]1[CH:3]=[CH:4][C:5]2[C:15]3[C:10](=[CH:11][N:12]=[CH:13][CH:14]=3)[CH2:9][O:8][C:6]=2[CH:7]=1.[OH:16][CH2:17][C@@H:18]([NH:23][C:24](=[O:30])[O:25][C:26]([CH3:29])([CH3:28])[CH3:27])[CH2:19][CH:20]([CH3:22])[CH3:21].C(=O)([O-])[O-].[Cs+].[Cs+]>C([O-])(=O)C.[Pd+2].C([O-])(=O)C.C1(C)C=CC=CC=1>[CH:14]1[CH:13]=[N:12][CH:11]=[C:10]2[CH2:9][O:8][C:6]3[CH:7]=[C:2]([O:16][CH2:17][CH:18]([NH:23][C:24](=[O:30])[O:25][C:26]([CH3:27])([CH3:29])[CH3:28])[CH2:19][CH:20]([CH3:22])[CH3:21])[CH:3]=[CH:4][C:5]=3[C:15]=12 |f:2.3.4,5.6.7|. Procedure: To 8-chloro-5H-chromeno[3,4-c]pyridine (0.489 g, 2.247 mmol) (prepared as in Example 5, Part D), (S)-tert-butyl (1-hydroxy-4-methylpentan-2-yl)carbamate (1.474 g, 6.79 mmol), di-tert-butyl(2′,4′,6′-triisopropyl-[1′,1′-biphenyl]-2-yl)phosphine (0.572 g, 1.348 mmol), palladium (II) acetate (0.151 g, 0.674 mmol) and cesium carbonate (1.098 g, 3.37 mmol) was added toluene (4 mL). Nitrogen gas was bubbled through the mixture for 5 min and the mixture heated at 80° C. for 15 h. The reaction mixture wa...